This data is from the Open Reaction Database (ORD), a public repository of structured organic reaction records. The task is: describe an organic reaction: reactants, conditions, products, and yield The reactants are CCOC=C1N=C(c2cccc3ccccc23)OC1=O, C(=NCC1CCNCC1)c1ccccc1, C1CCOC1. Product: O=C1OC(c2cccc3ccccc23)=NC1=CN1CCC(CN=Cc2ccccc2)CC1. As a reaction SMILES: [CH2:1]([O:2][CH:4]=[C:5]1[N:6]=[C:7]([c:11]2[cH:12][cH:13][cH:14][c:15]3[cH:16][cH:17][cH:18][cH:19][c:20]23)[O:8][C:9]1=[O:10])[CH3:3].[CH:21]([c:22]1[cH:23][cH:24][cH:25][cH:26][cH:27]1)=[N:28][CH2:29][CH:30]1[CH2:31][CH2:32][NH:33][CH2:34][CH2:35]1.[O:36]1[CH2:37][CH2:38][CH2:39][CH2:40]1>>[CH:4](=[C:5]1[N:6]=[C:7]([c:11]2[cH:12][cH:13][cH:14][c:15]3[cH:16][cH:17][cH:18][cH:19][c:20]23)[O:8][C:9]1=[O:10])[N:33]1[CH2:32][CH2:31][CH:30]([CH2:29][N:28]=[CH:21][c:22]2[cH:23][cH:24][cH:25][cH:26][cH:27]2)[CH2:35][CH2:34]1. Reactants: C[Si](C)(C)[N-][Si](C)(C)C, CC1=C(c2ccccc2)C(=O)N(C(C)(C)C(=O)c2cc(F)cc(F)c2)CO1, [Li+], O=C=O, C1CCOC1. The product is CC(C)(C(=O)c1cc(F)cc(F)c1)N1COC(CC(=O)O)=C(c2ccccc2)C1=O. RXN SMILES: [CH3:1][Si:2]([N-:3][Si:4]([CH3:5])([CH3:6])[CH3:7])([CH3:8])[CH3:9].[F:11][c:12]1[cH:13][c:14]([C:19]([C:20]([CH3:21])([CH3:22])[N:23]2[CH2:24][O:25][C:26]([CH3:36])=[C:27]([c:30]3[cH:31][cH:32][cH:33][cH:34][cH:35]3)[C:28]2=[O:29])=[O:37])[cH:15][c:16]([F:18])[cH:17]1.[Li+:10].[O:38]=[C:39]=[O:40].[O:41]1[CH2:42][CH2:43][CH2:44][CH2:45]1>>[F:11][c:12]1[cH:13][c:14]([C:19]([C:20]([CH3:21])([CH3:22])[N:23]2[CH2:24][O:25][C:26]([CH2:36][C:39](=[O:38])[OH:40])=[C:27]([c:30]3[cH:31][cH:32][cH:33][cH:34][cH:35]3)[C:28]2=[O:29])=[O:37])[cH:15][c:16]([F:18])[cH:17]1. Reactants: ClC[C@@H](CO)O ((R)-3-chloro-1,2-propanediol), Cl (hydrochloric acid), CC(=O)C (acetone), C(C1=CC=CC=C1)O (Benzyl alcohol), [H-].[Na+] (sodium hydride), [H][H] (hydrogen). The reagents and catalysts are C1(=CC=C(C=C1)S(=O)(=O)O)C (p-toluenesulfonic acid). Run in CN(C)C=O (DMF), C(C)N(CC)CC (triethylamine), CN(C)C=O (DMF). Run at temperature 60 celsius. The product is C(C1=CC=CC=C1)OC[C@@H]1OC(OC1)(C)C ((S)-4-benzyloxymethyl-2,2-dimethyl-1,3-dioxolane). Isolated yield 54.0%. RXN SMILES: [CH2:1]([OH:8])[C:2]1[CH:7]=[CH:6][CH:5]=[CH:4][CH:3]=1.[H-].[Na+].[H][H].Cl[CH2:14][C@H:15]([OH:18])[CH2:16][OH:17].Cl.[CH3:20][C:21]([CH3:23])=O>C1(C)C=CC(S(O)(=O)=O)=CC=1.C(N(CC)CC)C.CN(C=O)C>[CH2:1]([O:8][CH2:14][C@H:15]1[CH2:16][O:17][C:21]([CH3:23])([CH3:20])[O:18]1)[C:2]1[CH:7]=[CH:6][CH:5]=[CH:4][CH:3]=1 |f:1.2|. Procedure: Benzyl alcohol (32.90 g, 0.35 mol) was dropped under ice cooling in a suspension of 60% sodium hydride (5.88 g, 0.155 mol) and DMF (150 ml) After emission of hydrogen gas, therein a DMF solution (15 ml) of (R)-3-chloro-1,2-propanediol (8.535 g, 0.078 mol, optical purity 98.7% e.e.) was dropped. The reaction temperature was raised to 60° C. and the mixture was stirred under heating for 2 hours. After completion of the reaction the mixture was cooled on ice bath and neutralized with 6% hydrochlori... The reactants are Na, Br[C@H]1C[C@@H]2N(C(N(C2)C2=CC=C(C=C2)OC(F)(F)F)=O)C1 ((6S,7aS)-6-Bromo-2-(4-trifluoromethoxy-phenyl)-hexahydro-pyrrolo[1,2-c]imidazol-3-one), [Na] (sodium), CC1=CC=C(C=C1)S (4-methylbenzenethiol), ice. Conditions: time 8 hour. Yields the product C1(=CC=C(C=C1)S[C@@H]1C[C@@H]2N(C(N(C2)C2=CC=C(C=C2)OC(F)(F)F)=O)C1)C ((6R,7aS)-6-p-Tolylsulfanyl-2-(4-trifluoromethoxy-phenyl)-hexahydro-pyrrolo[1,2-c]imidazol-3-one). Yield: 893.6%. Reaction SMILES: [Na].[CH3:2][C:3]1[CH:8]=[CH:7][C:6]([SH:9])=[CH:5][CH:4]=1.Br[C@@H:11]1[CH2:30][N:14]2[C:15](=[O:29])[N:16]([C:18]3[CH:23]=[CH:22][C:21]([O:24][C:25]([F:28])([F:27])[F:26])=[CH:20][CH:19]=3)[CH2:17][C@@H:13]2[CH2:12]1>>[C:3]1([CH3:2])[CH:8]=[CH:7][C:6]([S:9][C@H:11]2[CH2:30][N:14]3[C:15](=[O:29])[N:16]([C:18]4[CH:23]=[CH:22][C:21]([O:24][C:25]([F:28])([F:27])[F:26])=[CH:20][CH:19]=4)[CH2:17][C@@H:13]3[CH2:12]2)=[CH:5][CH:4]=1 |^1:0|. Procedure details: Na (112 mg, 0.548 mmol) was added to anhydrous enthanol (10 ml). Until the sodium was dissolved. 4-methylbenzenethiol (34 mg, 0.0274 mmol) was added in the ice-bath. Subsequently (6S,7aS)-6-Bromo-2-(4-trifluoromethoxy-phenyl)-hexahydro-pyrrolo[1,2-c]imidazol-3-one (100 mg, 0.274 mmol) was added. After the addition, the ice bath was removed and the reaction was stirred for overnight at the room temperature. The reaction mixture was concentrated under reduced pressure. The residue was purified by ... The reactants are OC=1C=C(C2=C(C(OC[C@@H](C(N[C@@H](CSC2)C(=O)OC)=O)NC(=O)OC(C)(C)C)=O)C1C)O (t-butyl (4R,7S)-1,3,4,5,6,7, 8,10-octahydro-12,14-dihydroxy-4-methoxycarbonyl-11-methyl-6,10-dioxo -9,2,5-benzoxathiaazacyclododecine-7-carbamate), O.NN (hydrazine hydrate). The solvent is CO (methanol), C(C)(=O)OCC (ethyl acetate). Yields the product C(NN)(=O)[C@@H]1CSCC2=C(C(OC[C@@H](C(N1)=O)NC(=O)OC(C)(C)C)=O)C(=C(C=C2O)O)C (tert-butyl (4R, 7S)-4-carbazoyl-1,3,4,5,6,7,8,10-octahydro-12,14-dihydroxy-11-methyl-6,10-dioxo-9,2,5-benzoxathiaazacyclododecine-7-carbamate). Reaction SMILES: [OH:1][C:2]1[CH:3]=[C:4]([OH:33])[C:5]2[CH2:16][S:15][CH2:14][C@@H:13]([C:17](OC)=[O:18])[NH:12][C:11](=[O:21])[C@@H:10]([NH:22][C:23]([O:25][C:26]([CH3:29])([CH3:28])[CH3:27])=[O:24])[CH2:9][O:8][C:7](=[O:30])[C:6]=2[C:31]=1[CH3:32].O.[NH2:35][NH2:36]>CO.C(OCC)(=O)C>[C:17]([C@H:13]1[NH:12][C:11](=[O:21])[C@@H:10]([NH:22][C:23]([O:25][C:26]([CH3:27])([CH3:29])[CH3:28])=[O:24])[CH2:9][O:8][C:7](=[O:30])[C:6]2[C:31]([CH3:32])=[C:2]([OH:1])[CH:3]=[C:4]([OH:33])[C:5]=2[CH2:16][S:15][CH2:14]1)(=[O:18])[NH:35][NH2:36] |f:1.2|. Procedure: A solution of 97 mg of the product of Example 2 and 0.2 ml of hydrazine hydrate in 1 ml of methanol was stirred at 20° C. for 45 minutes. The solution was diluted with ethyl acetate, and washed with 0.5M sodium dihydrogenphosphate solution and with water. The organic layer was dried over sodium sulfate and evaporated in vacuo, and the residue was crystallized from methanol/ethyl acetate/hexane to give 85 mg of tert-butyl (4R, 7S)-4-carbazoyl-1,3,4,5,6,7,8,10-octahydro-12,14-dihydroxy-11-methyl-6... Starting materials: ClC1=CC=C(C=C1)N1C2=NC=NC(=C2N=C1C1=C(C=CC=C1)Cl)N1CCC2(C(NCN2C(C)C)=O)CC1 (8-[9-(4-chlorophenyl)-8-(2-chlorophenyl)-9H-purin-6-yl]-1-isopropyl-1,3,8-triazaspiro[4.5]decan-4-one), CI (methyl iodide), [H-].[Na+] (sodium hydride). Solvent: O1CCCC1.CN(C=O)C (tetrahydrofuran dimethylformamide). Conditions: time 2 hour. Product: Cl.ClC1=CC=C(C=C1)N1C2=NC=NC(=C2N=C1C1=C(C=CC=C1)Cl)N1CCC2(C(N(CN2C(C)C)C)=O)CC1 (8-[9-(4-Chlorophenyl)-8-(2-chlorophenyl)-9H-purin-6-yl]-1-isopropyl-3-methyl-1,3,8-triaza-spiro[4.5]decan-4-one Hydrochloride Salt). Reaction SMILES: [Cl:1][C:2]1[CH:7]=[CH:6][C:5]([N:8]2[C:16]([C:17]3[CH:22]=[CH:21][CH:20]=[CH:19][C:18]=3[Cl:23])=[N:15][C:14]3[C:9]2=[N:10][CH:11]=[N:12][C:13]=3[N:24]2[CH2:37][CH2:36][C:27]3([N:31]([CH:32]([CH3:34])[CH3:33])[CH2:30][NH:29][C:28]3=[O:35])[CH2:26][CH2:25]2)=[CH:4][CH:3]=1.[CH3:38]I.[H-].[Na+]>O1CCCC1.CN(C)C=O>[ClH:1].[Cl:1][C:2]1[CH:3]=[CH:4][C:5]([N:8]2[C:16]([C:17]3[CH:22]=[CH:21][CH:20]=[CH:19][C:18]=3[Cl:23])=[N:15][C:14]3[C:9]2=[N:10][CH:11]=[N:12][C:13]=3[N:24]2[CH2:37][CH2:36][C:27]3([N:31]([CH:32]([CH3:33])[CH3:34])[CH2:30][N:29]([CH3:38])[C:28]3=[O:35])[CH2:26][CH2:25]2)=[CH:6][CH:7]=1 |f:2.3,4.5,6.7|. Reported procedure: A suspension of 8-[9-(4-chlorophenyl)-8-(2-chlorophenyl)-9H-purin-6-yl]-1-isopropyl-1,3,8-triazaspiro[4.5]decan-4-one 13A-1 (86 mg, 0.16 mmol) and methyl iodide (2 M in MTBE, 16 μl) in 1:1 tetrahydrofuran/dimethylformamide (2 ml) was treated with sodium hydride (60% dispersion in oil, 12 mg, 0.3 mmol). After stirring for 2 hours, the mixture was extracted from saturated aqueous sodium bicarbonate with ethyl acetate, dried (Na2SO4), concentrated (123 mg), and then purified by flash chromatography...